Dataset: the Open Reaction Database (ORD), a public repository of structured organic reaction records. Task: describe an organic reaction: reactants, conditions, products, and yield Reactants: CCOC(=O)CC(=O)C(OCC)OCC, C1CCNCC1, CC(=O)O, COc1cc(C#N)ccc1C=O, ClCCl. The product is CCOC(=O)C(=Cc1ccc(C#N)cc1OC)C(=O)C(OCC)OCC. Reaction SMILES: [CH2:1]([CH3:2])[O:3][CH:4]([C:5]([CH2:6][C:7](=[O:8])[O:9][CH2:10][CH3:11])=[O:12])[O:13][CH2:14][CH3:15].[CH2:32]1[CH2:33][CH2:34][NH:35][CH2:36][CH2:37]1.[CH3:28][C:29](=[O:30])[OH:31].[CH:16](=[O:17])[c:18]1[c:19]([O:26][CH3:27])[cH:20][c:21]([C:22]#[N:23])[cH:24][cH:25]1.[Cl:38][CH2:39][Cl:40]>>[CH2:1]([CH3:2])[O:3][CH:4]([C:5]([C:6]([C:7](=[O:8])[O:9][CH2:10][CH3:11])=[CH:16][c:18]1[c:19]([O:26][CH3:27])[cH:20][c:21]([C:22]#[N:23])[cH:24][cH:25]1)=[O:12])[O:13][CH2:14][CH3:15]. Reactants: ClC(Cl)Cl (trichloromethane), CN(C)C(C(=O)O)CCC (dimethylamino-pentanoic acid), S(=O)(Cl)Cl (thionyl chloride), COC1=CC(=C(C(=O)N)C=C1OC)NC (4,5-Dimethoxy-2-methylamino-benzamide). Conditions: temperature 57.5 celsius, time 90 minute. Yields the product CN(CCCCC=1N(C2=CC(=C(C=C2C(N1)=O)OC)OC)C)C (2-(4-Dimethylamino-butyl)-6,7-dimethoxy-1-methyl-1H-quinazoline-4-one). As a reaction SMILES: [CH3:1][N:2]([CH:4]([CH2:8][CH2:9][CH3:10])C(O)=O)[CH3:3].S(Cl)(Cl)=O.[CH3:15][O:16][C:17]1[C:25]([O:26][CH3:27])=[CH:24][C:20]([C:21]([NH2:23])=[O:22])=[C:19]([NH:28][CH3:29])[CH:18]=1.Cl[CH:31](Cl)Cl>>[CH3:1][N:2]([CH3:3])[CH2:4][CH2:8][CH2:9][CH2:10][C:29]1[N:28]([CH3:31])[C:19]2[C:20]([C:21](=[O:22])[N:23]=1)=[CH:24][C:25]([O:26][CH3:27])=[C:17]([O:16][CH3:15])[CH:18]=2. Procedure: 3.80 g (20.9 mmol) dimethylamino-pentanoic acid were added to 25 ml thionyl chloride and stirred for 90 min. at 55-60° C. The remaining thionyl chloride was distilled in vacuum and the residue was added to a solution of 2.00 g (9.51 mmol) 4,5-Dimethoxy-2-methylamino-benzamide (see above) dissolved in 30 ml trichloromethane at 0° C. The mixture was boiled for 4 h. After filtration the residue was dissolved in trichloromethane and saturated sodium bicarbonate solution. The organic solution was dri... Starting materials: C(C)(=O)OC(C)=O (acetic anhydride), C(CCCCCCCCCCCCCCCCC)(=O)O (stearic acid), C(C)(=O)OC(C)=O (acetic anhydride), C(CCCCCCCCCCCCCCCCC)(=O)O (stearic acid). The reagents and catalysts are C1(=CC=CC=C1)P(C1=CC=CC=C1)C1=CC=CC=C1 (triphenylphosphine), C1(=CC=CC=C1)P(C1=CC=CC=C1)C1=CC=CC=C1 (triphenylphosphine), Cl[Pd]([P](C1=CC=CC=C1)(C2=CC=CC=C2)C3=CC=CC=C3)([P](C4=CC=CC=C4)(C5=CC=CC=C5)C6=CC=CC=C6)Cl (dichlorobis(triphenylphosphine)palladium). Conditions: temperature 90 celsius. The product is C=CCCCCCCCCCCCCCCC (1-heptadecene). Yield: 188.6%. Reaction SMILES: [C:1](O)(=O)[CH2:2][CH2:3][CH2:4][CH2:5][CH2:6][CH2:7][CH2:8][CH2:9][CH2:10][CH2:11][CH2:12][CH2:13][CH2:14][CH2:15][CH2:16][CH2:17]C.C(OC(=O)C)(=O)C>Cl[Pd](Cl)([P](C1C=CC=CC=1)(C1C=CC=CC=1)C1C=CC=CC=1)[P](C1C=CC=CC=1)(C1C=CC=CC=1)C1C=CC=CC=1.C1(P(C2C=CC=CC=2)C2C=CC=CC=2)C=CC=CC=1>[CH2:1]=[CH:2][CH2:3][CH2:4][CH2:5][CH2:6][CH2:7][CH2:8][CH2:9][CH2:10][CH2:11][CH2:12][CH2:13][CH2:14][CH2:15][CH2:16][CH3:17] |^1:30,49|. Procedure details: A mixture of stearic acid (150 g, 0.527 mol), acetic anhydride (54 g, 0.53 mol), and triphenylphosphine (0.921 g, 3.51×10-3 mol) was heated to 220°-230° C. under reduced pressure (55 torr) in a 500 mL flask fitted with a distillation head for product removal. Into this solution was pumped a feed mixture composed of stearic acid (400 g, 1.41 mol), acetic anhydride (150 g, 1.47 mol), dichlorobis(triphenylphosphine)palladium (0.0492 g, 7.03×10-5 mol), and triphenylphosphine (0.921 g, 3.51×10-3 mol)... The reactants are CC(CC(=O)C1=C(NC2=CC=C(C=C12)OCC1=NC2=CC=CC=C2C=C1)CC(C(=O)OC)(C)C)(C)C (Methyl 3-[3-(3,3-dimethyl-1-oxo-1-butyl)-5-(quinolin-2-ylmethoxy)indol-2-yl]-2,2-dimethyl-p ropanoate), CC(=O)O (HOAc), C(C)(C)O (isopropanol), [OH-].[Na+] (NaOH). Solvent: CO (MeOH), C1CCOC1 (THF), O (H2O), O (H2O). Conditions: temperature 0 celsius, time 3 hour. Yields the product CC(CC(=O)C1=C(NC2=CC=C(C=C12)OCC1=NC2=CC=CC=C2C=C1)CC(C(=O)O)(C)C)(C)C (3-[3-(3,3-Dimethyl-1-oxo-1-butyl)-5-(quinolin-2-ylmethoxy)indol-2-yl]-2,2-dimethylpropanoic acid), solid. Reaction SMILES: [CH3:1][C:2]([CH3:36])([CH3:35])[CH2:3][C:4]([C:6]1[C:14]2[C:9](=[CH:10][CH:11]=[C:12]([O:15][CH2:16][C:17]3[CH:26]=[CH:25][C:24]4[C:19](=[CH:20][CH:21]=[CH:22][CH:23]=4)[N:18]=3)[CH:13]=2)[NH:8][C:7]=1[CH2:27][C:28]([CH3:34])([CH3:33])[C:29]([O:31]C)=[O:30])=[O:5].[OH-].[Na+].CC(O)=O.C(O)(C)C>CO.C1COCC1.O>[CH3:1][C:2]([CH3:36])([CH3:35])[CH2:3][C:4]([C:6]1[C:14]2[C:9](=[CH:10][CH:11]=[C:12]([O:15][CH2:16][C:17]3[CH:26]=[CH:25][C:24]4[C:19](=[CH:20][CH:21]=[CH:22][CH:23]=4)[N:18]=3)[CH:13]=2)[NH:8][C:7]=1[CH2:27][C:28]([CH3:34])([CH3:33])[C:29]([OH:31])=[O:30])=[O:5] |f:1.2|. Reported procedure: The crude ester from step D was dissolved in a mixture of MeOH (20 mL), THF (20 mL), and H2O (5 mL). To this was added 10M NaOH (2.3 mL, 23 mmol). After stirring for 3 hours, the solution was cooled to 0° C., and HOAc (1.5 mL) was added dropwise. The solution was partly concentrated to remove the THF and MeOH, and the product was then extracted into EtOAc. The organic layer was washed with H2O and brine. After drying (MgSO4), the solution was filtered and evaporated to give a pale orange solid. ... Reactants: O1CCC(CC1)CO ((tetrahydro-2H-pyran-4-yl)methanol), FC1=CC=C(C=C1)S(=O)(=O)N(C(C)C(C)C)C1=NC=C(C=C1)C(C)C (4-fluoro-N-(5-isopropylpyridin-2-yl)-N-(3-methylbutan-2-yl)benzenesulfonamide), [H-].[Na+] (sodium hydride), O1CCC(CC1)CO ((tetrahydro-2H-pyran-4-yl)methanol), [H-].[Na+] (sodium hydride). The solvent is CS(=O)C (dimethyl sulfoxide). Conditions: temperature 20 celsius, time 2 hour. Yields the product C(C)(C)C=1C=CC(=NC1)N(S(=O)(=O)C1=CC=C(C=C1)OCC1CCOCC1)C(C)C(C)C (N-(5-isopropylpyridin-2-yl)-N-(3-methylbutan-2-yl)-4-((tetrahydro-2H-pyran-4-yl)methoxy)benzenesulfonamide). Yield: 78.9%. As a reaction SMILES: [O:1]1[CH2:6][CH2:5][CH:4]([CH2:7][OH:8])[CH2:3][CH2:2]1.F[C:10]1[CH:15]=[CH:14][C:13]([S:16]([N:19]([C:25]2[CH:30]=[CH:29][C:28]([CH:31]([CH3:33])[CH3:32])=[CH:27][N:26]=2)[CH:20]([CH:22]([CH3:24])[CH3:23])[CH3:21])(=[O:18])=[O:17])=[CH:12][CH:11]=1.[H-].[Na+]>CS(C)=O>[CH:31]([C:28]1[CH:29]=[CH:30][C:25]([N:19]([CH:20]([CH:22]([CH3:24])[CH3:23])[CH3:21])[S:16]([C:13]2[CH:12]=[CH:11][C:10]([O:8][CH2:7][CH:4]3[CH2:5][CH2:6][O:1][CH2:2][CH2:3]3)=[CH:15][CH:14]=2)(=[O:17])=[O:18])=[N:26][CH:27]=1)([CH3:33])[CH3:32] |f:2.3|. Procedure details: To a solution of (tetrahydro-2H-pyran-4-yl)methanol (10.20 mg, 0.088 mmol) and 4-fluoro-N-(5-isopropylpyridin-2-yl)-N-(3-methylbutan-2-yl)benzenesulfonamide (32 mg, 0.088 mmol) in dimethyl sulfoxide (DMSO) (1 mL) stirred in air at room temperature was added sodium hydride (3.51 mg, 0.088 mmol, 60% wt in mineral oil). The reaction mixture was stirred at 20° C. for 2 hours. Additional (tetrahydro-2H-pyran-4-yl)methanol (10.20 mg, 0.088 mmol) and sodium hydride (3.51 mg, 0.088 mmol, 60% wt in miner... Starting materials: C1(=CC=CC=C1)C1=C(C=CC=C1)O (o-phenylphenol), K2SO4, C1(CCCCC1)=C1C(CCCC1)=O (2-cyclohexylidenecyclohexanone), [H][H] (hydrogen), C1(=CCCCC1)C1C(CCCC1)=O (2-cyclohexenylcyclohexanone). The reagents and catalysts are catalyst. The solvent is O (water). Run at time 68 hour. Product: C1(CCCCC1)C1=C(C=CC=C1)O (cyclohexylphenol). Yield: 0.5%. Reaction SMILES: [H][H].[C:3]1([CH:9]2[CH2:14][CH2:13][CH2:12][CH2:11][C:10]2=[O:15])[CH2:8][CH2:7][CH2:6][CH2:5][CH:4]=1.C1(=C2CCCCC2=O)CCCCC1.C1(C2C=CC=CC=2O)C=CC=CC=1>O>[CH:3]1([C:9]2[CH:14]=[CH:13][CH:12]=[CH:11][C:10]=2[OH:15])[CH2:4][CH2:5][CH2:6][CH2:7][CH2:8]1. Procedure details: 27 g of the catalyst prepared according to Example 1 were additionally impregnated with a solution of 0.81 g of K2SO4 in 10 ml of water and then dried at 120° C. for 20 hours. 30 ml (25.5 g) of the catalyst thus prepared were heated to 400° C. in a stream of hydrogen (10 l/hour), using the reaction tube described in Example 1, and were kept at this temperature for 68 hours. The oven temperature was then reduced to 350° C. and the dehydrogenation reaction was carried out without a carrier gas. 11... Reactants: C(C)(C)(C)OC([C@@H](CCI)N(S(=O)(=O)C1=CC=C(C=C1)C1=CC=C(C=C1)Cl)C(=O)OC(C)(C)C)=O ((2R)-[t-butyloxycarbonyl(4′-chlorobiphenyl-4-sulfonyl)amino]-4-iodobutyric acid t-butyl ester), CN1C(NC(C1(C)C)=O)=O (3,4,4-trimethyl-2,5-dioxoimidazolidine), C([O-])([O-])=O.[K+].[K+] (potassium carbonate). Reagents/catalysts: C1COCCOCCOCCOCCOCCO1 (18-crown-6). Solvent: CN(C)C=O (DMF). Reaction conditions: time 3 hour. Yields the product C(C)(C)(C)OC([C@@H](CCN1C(N(C(C1=O)(C)C)C)=O)N(S(=O)(=O)C1=CC=C(C=C1)C1=CC=C(C=C1)Cl)C(=O)OC(C)(C)C)=O ((2R)-[t-Butyloxycarbonyl(4′-chlorobiphenyl-4-sulfonyl)amino]-4-(3,4,4-trimethyl-2,5-dioxoimidazolidin-1-yl)butyric Acid t-Butyl Ester). Yield: 41.0%. RXN SMILES: [C:1]([O:5][C:6](=[O:35])[C@H:7]([N:11]([C:28]([O:30][C:31]([CH3:34])([CH3:33])[CH3:32])=[O:29])[S:12]([C:15]1[CH:20]=[CH:19][C:18]([C:21]2[CH:26]=[CH:25][C:24]([Cl:27])=[CH:23][CH:22]=2)=[CH:17][CH:16]=1)(=[O:14])=[O:13])[CH2:8][CH2:9]I)([CH3:4])([CH3:3])[CH3:2].[CH3:36][N:37]1[C:41]([CH3:43])([CH3:42])[C:40](=[O:44])[NH:39][C:38]1=[O:45].C(=O)([O-])[O-].[K+].[K+]>CN(C=O)C.C1OCCOCCOCCOCCOCCOC1>[C:1]([O:5][C:6](=[O:35])[C@H:7]([N:11]([C:28]([O:30][C:31]([CH3:34])([CH3:33])[CH3:32])=[O:29])[S:12]([C:15]1[CH:20]=[CH:19][C:18]([C:21]2[CH:26]=[CH:25][C:24]([Cl:27])=[CH:23][CH:22]=2)=[CH:17][CH:16]=1)(=[O:14])=[O:13])[CH2:8][CH2:9][N:39]1[C:40](=[O:44])[C:41]([CH3:43])([CH3:42])[N:37]([CH3:36])[C:38]1=[O:45])([CH3:4])([CH3:3])[CH3:2] |f:2.3.4|. Reported procedure: To a solution of the title F compound, (2R)-[t-butyloxycarbonyl(4′-chlorobiphenyl-4-sulfonyl)amino]-4-iodobutyric acid t-butyl ester (0.6 g, 0.94 mmol) in 10 mL DMF is added 3,4,4-trimethyl-2,5-dioxoimidazolidine and potassium carbonate (0.65 g, 4.72 mmol) followed by 2 mg of 18-crown-6. The reaction mixture is stirred at room RT for 3 h, then partitioned between water and EtOAc. The organic solution is washed with brine, dried over anhydrous Na2SO4 and concentrated. Chomatography on silica gel ...